Dataset: the Open Reaction Database (ORD), a public repository of structured organic reaction records. Task: describe an organic reaction: reactants, conditions, products, and yield Reactants: C(C)(C)NC(C)C (diisopropylamine), C(CCC)[Li] (n-butyllithium), solution, resultant solution, C(#N)C1=CCCC2=CC=CC=C12 (1-cyano-3,4-dihydronaphthalene), C(#N)C1=CCCC2=CC=CC=C12 (1-Cyano-3,4-dihydronaphthalene), C1(=CC=CC=C1)CCC#N (3-phenylpropiononitrile). Run in C1CCOC1 (THF), C1CCOC1 (THF), C1CCOC1 (THF), C1CCOC1 (THF). Conditions: temperature -78 celsius, time 0.5 hour. Yields the product C(#N)C1C(CCC2=CC=CC=C12)C(CC1=CC=CC=C1)C#N (1-Cyano-2-(1-cyano-2-phenyl-1-ethyl)-1,2,3,4-tetrahydronaphthalene). Yield: 99.5%. As a reaction SMILES: C(NC(C)C)(C)C.C([Li])CCC.[C:13]1([CH2:19][CH2:20][C:21]#[N:22])[CH:18]=[CH:17][CH:16]=[CH:15][CH:14]=1.[C:23]([C:25]1[C:34]2[C:29](=[CH:30][CH:31]=[CH:32][CH:33]=2)[CH2:28][CH2:27][CH:26]=1)#[N:24]>C1COCC1>[C:23]([CH:25]1[C:34]2[C:29](=[CH:30][CH:31]=[CH:32][CH:33]=2)[CH2:28][CH2:27][CH:26]1[CH:20]([C:21]#[N:22])[CH2:19][C:13]1[CH:18]=[CH:17][CH:16]=[CH:15][CH:14]=1)#[N:24]. Procedure: To a solution of 3.5 mL (25 mmol) of diisopropylamine in 40 mL of THF at -78° C., under a nitrogen atmosphere, was added n-butyllithium (9.5 mL of a 2.5M solution in THF, 23.7 mmol) and the resultant solution was stirred at -78° C. for 0.5 h. To the stirred solution was slowly added a solution of 2.75 g (21 mmol) of 3-phenylpropiononitrile in 40 mL of THF. The reaction mixture was stirred for 45 min at -78° C. and then a solution of 3.1 g (20 mmol) of 1-cyano-3,4-dihydronaphthalene (the product ... Procedure: A mixture of 2-chloro-6-methyl-4-trifluoromethylpyridine (0.196 g), (S)-1-benzyl-3-aminopyrrolidine (0.529 g), diethylene glycol (4 mL), and N,N-diisopropylethylamine (0.52 mL) was heated at 140° C. for 2 h using a microwave reaction apparatus. After completion of the reaction, water and ethyl acetate were added to the reaction solution, the mixture was extracted with ethyl acetate, washed with saturated brine, and then dried with anhydrous magnesium sulfate, then the desiccant was removed by fi... RXN SMILES: Cl[C:2]1[CH:7]=[C:6]([C:8]([F:11])([F:10])[F:9])[CH:5]=[C:4]([CH3:12])[N:3]=1.[CH2:13]([N:20]1[CH2:24][CH2:23][C@H:22]([NH2:25])[CH2:21]1)[C:14]1[CH:19]=[CH:18][CH:17]=[CH:16][CH:15]=1.C(O)COCCO.C(N(CC)C(C)C)(C)C>C(OCC)(=O)C.O>[CH2:13]([N:20]1[CH2:24][CH2:23][C@H:22]([NH:25][C:2]2[CH:7]=[C:6]([C:8]([F:11])([F:10])[F:9])[CH:5]=[C:4]([CH3:12])[N:3]=2)[CH2:21]1)[C:14]1[CH:15]=[CH:16][CH:17]=[CH:18][CH:19]=1. The yield is 24.4%. Conditions: temperature 140 celsius. Starting materials: ClC1=NC(=CC(=C1)C(F)(F)F)C (2-chloro-6-methyl-4-trifluoromethylpyridine), C(C1=CC=CC=C1)N1C[C@H](CC1)N ((S)-1-benzyl-3-aminopyrrolidine), C(COCCO)O (diethylene glycol), C(C)(C)N(C(C)C)CC (N,N-diisopropylethylamine). Solvent: C(C)(=O)OCC (ethyl acetate), O (water). Yields the product C(C1=CC=CC=C1)N1C[C@H](CC1)NC1=NC(=CC(=C1)C(F)(F)F)C ((S)-N-(1-benzylpyrrolidin-3-yl)-6-methyl-4-trifluoromethylpyridin-2-amine). The reactants are O (water), CN1C(=C(C2=CC(=CC=C12)Cl)C1=CC=CC=C1)NC(=O)OCC1=CC=CC=C1 (benzyl 1-methyl-3-phenyl-5-chloroindole-2-carbamate), chromic anhydride, O (water), O.N (ammonia water). Solvent: C(C)(=O)O (acetic acid). Product: ClC1=CC(=C(C=C1)N(C(NC(=O)OCC1=CC=CC=C1)=O)C)C(C1=CC=CC=C1)=O (benzyl 4-(4-chloro-2-benzoylphenyl)-4-methylallophanate). Reaction SMILES: [CH3:1][N:2]1[C:10]2[C:5](=[CH:6][C:7]([Cl:11])=[CH:8][CH:9]=2)[C:4]([C:12]2[CH:17]=[CH:16][CH:15]=[CH:14][CH:13]=2)=[C:3]1[NH:18][C:19]([O:21][CH2:22][C:23]1[CH:28]=[CH:27][CH:26]=[CH:25][CH:24]=1)=[O:20].[OH2:29].N.[OH2:31]>C(O)(=O)C>[Cl:11][C:7]1[CH:8]=[CH:9][C:10]([N:2]([CH3:1])[C:3](=[O:29])[NH:18][C:19]([O:21][CH2:22][C:23]2[CH:28]=[CH:27][CH:26]=[CH:25][CH:24]=2)=[O:20])=[C:5]([C:4](=[O:31])[C:12]2[CH:17]=[CH:16][CH:15]=[CH:14][CH:13]=2)[CH:6]=1 |f:1.2|. Reported procedure: To a suspension of 1.0 g of benzyl 1-methyl-3-phenyl-5-chloroindole-2-carbamate in 10 ml of acetic acid, a solution of 1.0 g of chromic anhydride in 1 ml of water was added dropwise with stirring below 25° C. The resulting mixture was stirred at room temperature for 6 hours, and then 25 ml of water was added to the reaction mixture. The resulting reaction mixture was neutralized with concentrated ammonia water and extracted with ether. The extracted ether layer was washed with water and dried ov... Reactants: CC(C)(C)O[K], CCCCCCCCCCCCCCCCCCCCCCOS(C)(=O)=O, CCOC(C)=O, O, OCCOCCOCCOCCO. The product is CCCCCCCCCCCCCCCCCCCCCCOCCOCCOCCOCCO. As a reaction SMILES: [C:41]([O:42][K:43])([CH3:44])([CH3:45])[CH3:46].[CH3:1][S:2](=[O:3])(=[O:4])[O:5][CH2:6][CH2:7][CH2:8][CH2:9][CH2:10][CH2:11][CH2:12][CH2:13][CH2:14][CH2:15][CH2:16][CH2:17][CH2:18][CH2:19][CH2:20][CH2:21][CH2:22][CH2:23][CH2:24][CH2:25][CH2:26][CH3:27].[CH3:48][CH2:49][O:50][C:51](=[O:52])[CH3:53].[OH2:47].[OH:28][CH2:29][CH2:30][O:31][CH2:32][CH2:33][O:34][CH2:35][CH2:36][O:37][CH2:38][CH2:39][OH:40]>>[O:5]([CH2:6][CH2:7][CH2:8][CH2:9][CH2:10][CH2:11][CH2:12][CH2:13][CH2:14][CH2:15][CH2:16][CH2:17][CH2:18][CH2:19][CH2:20][CH2:21][CH2:22][CH2:23][CH2:24][CH2:25][CH2:26][CH3:27])[CH2:39][CH2:38][O:37][CH2:36][CH2:35][O:34][CH2:33][CH2:32][O:31][CH2:30][CH2:29][OH:28]. Reactants: C(C)N1N=C(N=C1C1=CC=C(C=C1)OC)NC(C(C)(S(=O)(=O)C1CCOCC1)C)=O (N-[1-ethyl-5-(4-methoxy-phenyl)-1H[1,2,4]triazol-3-yl]-2-methyl-2-(tetrahydro-pyran-4-sulfonyl)-propionamide), [Br-].[Br-].[Br-].[Al+3] (aluminium tribromide), [Br-].[Br-].[Br-].[Al+3] (aluminium tribromide). Run in C(C)S (ethanethiol), C(C)S (ethanethiol). Conditions: time 3 hour. Yields the product C(C)N1N=C(N=C1C1=CC=C(C=C1)O)NC(C(C)(S(=O)(=O)C1CCOCC1)C)=O (N-[1-ethyl-5-(4-hydroxy-phenyl)-1H-[1,2,4]triazol-3-yl]-2-methyl-2-(tetrahydro-pyran-4-sulfonyl)-propionamide). Isolated yield 25.5%. RXN SMILES: [CH2:1]([N:3]1[C:7]([C:8]2[CH:13]=[CH:12][C:11]([O:14]C)=[CH:10][CH:9]=2)=[N:6][C:5]([NH:16][C:17](=[O:30])[C:18]([CH3:29])([S:20]([CH:23]2[CH2:28][CH2:27][O:26][CH2:25][CH2:24]2)(=[O:22])=[O:21])[CH3:19])=[N:4]1)[CH3:2].[Br-].[Br-].[Br-].[Al+3]>C(S)C>[CH2:1]([N:3]1[C:7]([C:8]2[CH:13]=[CH:12][C:11]([OH:14])=[CH:10][CH:9]=2)=[N:6][C:5]([NH:16][C:17](=[O:30])[C:18]([CH3:29])([S:20]([CH:23]2[CH2:24][CH2:25][O:26][CH2:27][CH2:28]2)(=[O:22])=[O:21])[CH3:19])=[N:4]1)[CH3:2] |f:1.2.3.4|. Reported procedure: To a solution of 446 mg (1.02 mmol) of N-[1-ethyl-5-(4-methoxy-phenyl)-1H[1,2,4]triazol-3-yl]-2-methyl-2-(tetrahydro-pyran-4-sulfonyl)-propionamide in ethanethiol (5 mL) are added 801 mg (3.01 mmol) of aluminium tribromide. The reaction is stirred at room temperature for 3 h. The reaction is quenched by addition of 6M aqueous HCl solution (2 mL). The resulting precipitate is isolated by filtration, washed with methanol and retreteated with 801 mg (3.01 mmol) of aluminium tribromide in ethanethio... The reactants are C1(CCCCC1)P(C1=C(C=CC=C1)C1=CC=CC=C1)C1CCCCC1 (2-dicyclohexylphosphinobiphenyl), COC(=O)C1(CCC1)NC(=O)C1=CC=C2C(=C(N(C2=C1)C)Cl)C1CCCC1 (1-[(2-chloro-3-cyclopentyl-1-methyl-1H-indole-6-carbonyl)-amino]-cyclobutanecarboxylic acid methyl ester), C(C)(C)[Mg]Cl (i-PrMgCl), C1CCOC1 (THF), BrC1=NC=CC=C1 (2-bromopyridine), C(C1=CC=CC=C1)(=O)OC (methyl benzoate). The reagents and catalysts are C(C)(=O)[O-].[Pd+2].C(C)(=O)[O-] (Palladium acetate), [Zn+2].[Br-].[Br-] (ZnBr2). Run in CN1C(CCC1)=O (1-Methyl-2-pyrrolidinone). Reaction conditions: temperature 35 celsius, time 0.5 hour. Product: COC(=O)C1(CCC1)NC(=O)C1=CC=C2C(=C(N(C2=C1)C)C1=NC=CC=C1)C1CCCC1 (1-[(3-cyclopentyl-1-methyl-2-pyridin-2-yl-1H-indole-6-carbonyl)-amino]-cyclobutanecarboxylic acid methyl ester). As a reaction SMILES: C([Mg]Cl)(C)C.C1COCC1.Br[C:12]1[CH:17]=[CH:16][CH:15]=[CH:14][N:13]=1.C(OC)(=O)C1C=CC=CC=1.C1(P(C2CCCCC2)C2C=CC=CC=2C2C=CC=CC=2)CCCCC1.[CH3:53][O:54][C:55]([C:57]1([NH:61][C:62]([C:64]2[CH:72]=[C:71]3[C:67]([C:68]([CH:75]4[CH2:79][CH2:78][CH2:77][CH2:76]4)=[C:69](Cl)[N:70]3[CH3:73])=[CH:66][CH:65]=2)=[O:63])[CH2:60][CH2:59][CH2:58]1)=[O:56]>[Zn+2].[Br-].[Br-].C([O-])(=O)C.[Pd+2].C([O-])(=O)C.CN1CCCC1=O>[CH3:53][O:54][C:55]([C:57]1([NH:61][C:62]([C:64]2[CH:72]=[C:71]3[C:67]([C:68]([CH:75]4[CH2:76][CH2:77][CH2:78][CH2:79]4)=[C:69]([C:12]4[CH:17]=[CH:16][CH:15]=[CH:14][N:13]=4)[N:70]3[CH3:73])=[CH:66][CH:65]=2)=[O:63])[CH2:60][CH2:59][CH2:58]1)=[O:56] |f:6.7.8,9.10.11|. Reported procedure: To a solution of i-PrMgCl in THF (10 mL, 20 mmol) was added 2-bromopyridine (1.93 g, 20.2 mmol) at room temperature in one portion. The mixture was stirred at 35° C. for 0.5 h. To the deep-red solution was added ZnBr2 (4.50 g, 20 mmol) under argon and the resulting mixture was stirred at 70° C. for 0.5 h to obtain a thick white slurry. 1-Methyl-2-pyrrolidinone (20 mL) was added and followed by methyl benzoate (2.5 mL, 20 mmol). The mixture was stirred at 70° C. for 0.5 h. The mixture was cooled ... The reactants are ClC=1N=C(C2=C(N1)C=C(S2)C=O)N2CCOCC2 (2-Chloro-4-morpholin-4-yl-thieno[3,2-d]pyrimidine-6-carbaldehyde), CNC(=O)C1CCNCC1 (piperidine-4-carboxylic acid methylamide). The product is CNC(=O)C1CCN(CC1)CC1=CC=2N=C(N=C(C2S1)N1CCOCC1)Cl (1-(2-chloro-4-morpholin-4-yl-thieno[3,2-d]pyrimidin-6-ylmethyl)-piperidine-4-carboxylic acid methylamide). RXN SMILES: [Cl:1][C:2]1[N:3]=[C:4]([N:13]2[CH2:18][CH2:17][O:16][CH2:15][CH2:14]2)[C:5]2[S:10][C:9]([CH:11]=O)=[CH:8][C:6]=2[N:7]=1.[CH3:19][NH:20][C:21]([CH:23]1[CH2:28][CH2:27][NH:26][CH2:25][CH2:24]1)=[O:22]>>[CH3:19][NH:20][C:21]([CH:23]1[CH2:28][CH2:27][N:26]([CH2:11][C:9]2[S:10][C:5]3[C:4]([N:13]4[CH2:18][CH2:17][O:16][CH2:15][CH2:14]4)=[N:3][C:2]([Cl:1])=[N:7][C:6]=3[CH:8]=2)[CH2:25][CH2:24]1)=[O:22]. Procedure: Reaction between 2-chloro-4-morpholin-4-yl-thieno[3,2-d]pyrimidine-6-carbaldehyde 10 from Example 3 and piperidine-4-carboxylic acid methylamide, using General Procedure B-3 yielded 1-(2-chloro-4-morpholin-4-yl-thieno[3,2-d]pyrimidin-6-ylmethyl)-piperidine-4-carboxylic acid methylamide. Reactants: [Al+3], [H-], [H-], [H-], [H-], [Li+], C1CCOC1, CCOC(=O)c1csc(N2CCSCC2)n1. RXN SMILES: [Al+3:18].[H-:17].[H-:20].[H-:21].[H-:22].[Li+:19].[O:23]1[CH2:24][CH2:25][CH2:26][CH2:27]1.[S:1]1[CH2:2][CH2:3][N:4]([c:7]2[s:8][cH:9][c:10]([C:12](=[O:13])[O:14][CH2:15][CH3:16])[n:11]2)[CH2:5][CH2:6]1>>[S:1]1[CH2:2][CH2:3][N:4]([c:7]2[s:8][cH:9][c:10]([CH2:12][OH:13])[n:11]2)[CH2:5][CH2:6]1. The product is OCc1csc(N2CCSCC2)n1. The yield is 88.0%. Reaction SMILES: Br[C:2]1[C:3]([Cl:9])=[N:4][C:5]([Cl:8])=[N:6][CH:7]=1.[F:10][C:11]1[CH:18]=[CH:17][CH:16]=[C:15]([F:19])[C:12]=1[CH:13]=[O:14]>>[Cl:8][C:5]1[N:4]=[C:3]([Cl:9])[C:2]([CH:13]([C:12]2[C:11]([F:10])=[CH:18][CH:17]=[CH:16][C:15]=2[F:19])[OH:14])=[CH:7][N:6]=1. Yields the product ClC1=NC=C(C(=N1)Cl)C(O)C1=C(C=CC=C1F)F ((2,4-Dichloro-pyrimidin-5-yl)-(2,6-difluoro-phenyl)-methanol). Reported procedure: The compound was prepared from 5-bromo-2,4-dichloropyrimidine (Aldrich) and 2,6-difluorobenzaldehyde (Aldrich) in 88% yield in an analogous manner as described in Example 1. 1H NMR (300 MHz, CDCl3) δ 9.09 (s, 1H), 7.35 (m, 1H, 7.92 (m, 2H), 6.35 (s, 1H), 2.67 (br. s, 1H). Reactants: BrC=1C(=NC(=NC1)Cl)Cl (5-bromo-2,4-dichloropyrimidine), FC1=C(C=O)C(=CC=C1)F (2,6-difluorobenzaldehyde). Starting materials: BrCC(C=C)C(C)C (1-bromo-2(R,S)-isopropyl-3-butene), [Mg] (magnesium), C(C1=CC=CC=C1)OCCC(C[C@@H](C=O)NC(=O)OC(C)(C)C)(C)C (6-benzyloxy-2(S)-tert-butoxycarbonylamino-4,4-dimethyl-hexanal). The product is C(C1=CC=CC=C1)OCCC(C[C@@H]([C@H](CC(C=C)C(C)C)O)NC(=O)OC(C)(C)C)(C)C (10-Benzyloxy-6(S)-tert-butoxycarbonylamino-5(S)-hydroxy-3(R,S)-isopropyl-8,8-dimethyldec-1-ene). RXN SMILES: Br[CH2:2][CH:3]([CH:6]([CH3:8])[CH3:7])[CH:4]=[CH2:5].[Mg].[CH2:10]([O:17][CH2:18][CH2:19][C:20]([CH3:34])([CH3:33])[CH2:21][C@H:22]([NH:25][C:26]([O:28][C:29]([CH3:32])([CH3:31])[CH3:30])=[O:27])[CH:23]=[O:24])[C:11]1[CH:16]=[CH:15][CH:14]=[CH:13][CH:12]=1>>[CH2:10]([O:17][CH2:18][CH2:19][C:20]([CH3:34])([CH3:33])[CH2:21][C@H:22]([NH:25][C:26]([O:28][C:29]([CH3:32])([CH3:31])[CH3:30])=[O:27])[C@@H:23]([OH:24])[CH2:2][CH:3]([CH:6]([CH3:8])[CH3:7])[CH:4]=[CH2:5])[C:11]1[CH:12]=[CH:13][CH:14]=[CH:15][CH:16]=1. Reported procedure: 88.5 g of 1-bromo-2(R,S)-isopropyl-3-butene, 13 g of magnesium powder and 41.9 g of 6-benzyloxy-2(S)-tert-butoxycarbonylamino-4,4-dimethyl-hexanal are reacted in a manner analogous to that described in Example 37f). Purification is carried out by FC over 1 kg of silica gel (mobile phases G and E): Rf (3:1 mixture of toluene and ethyl acetate)=0.47; Rt (I)=33.8/34.2 min; FAB-MS: (M+H)+ =520.